This data is from the Open Reaction Database (ORD), a public repository of structured organic reaction records. The task is: describe an organic reaction: reactants, conditions, products, and yield Starting materials: ClC=1C=CC=C2CC(C(C12)=O)CC1CCCCC1 (7-Chloro-2-cyclohexylmethyl-indan-1-one), C(CO)O (ethylene glycol), CC1=CC=C(C=C1)B(O)O (4-methylphenyl boronic acid), C([O-])([O-])=O.[Na+].[Na+] (sodium carbonate). The solvent is O (water). Run at temperature 125 celsius. Yields the product CC1=CC=C(C=C1)C=1C=CC=C2CC(C(C12)=O)CC1CCCCC1 (7-(4′-Methylphenyl)-2-cyclohexylmethyl-indan-1-one). RXN SMILES: Cl[C:2]1[CH:3]=[CH:4][CH:5]=[C:6]2[C:10]=1[C:9](=[O:11])[CH:8]([CH2:12][CH:13]1[CH2:18][CH2:17][CH2:16][CH2:15][CH2:14]1)[CH2:7]2.[CH3:19][C:20]1[CH:25]=[CH:24][C:23](B(O)O)=[CH:22][CH:21]=1.C(=O)([O-])[O-].[Na+].[Na+].C(O)CO>O>[CH3:19][C:20]1[CH:25]=[CH:24][C:23]([C:2]2[CH:3]=[CH:4][CH:5]=[C:6]3[C:10]=2[C:9](=[O:11])[CH:8]([CH2:12][CH:13]2[CH2:18][CH2:17][CH2:16][CH2:15][CH2:14]2)[CH2:7]3)=[CH:22][CH:21]=1 |f:2.3.4|. Procedure details: 24.16 g (91.9 mmole) 7-Chloro-2-cyclohexylmethyl-indan-1-one, 15.0 g (1.2 eq.) 4-methylphenyl boronic acid, 19.49 g sodium carbonate, 303 ml ethylene glycol and 57 ml water were placed in a 1 l—roundbottom flask equipped with a mechanical stirrer and a reflux condenser. The mixture was degassed three times by slight evacuation and recharging with argon. A premixed catalyst solution consisting of 41 mg (0.2 mole %) palladium acetate, 1.2 ml NaTPPTS (2.6 M in water, 0.8 mole %) and 2 ml of water w... The reactants are N1C=NC=C1 (imidazole), O1[C@H](CCC1)C(=O)Cl ((R)-tetrahydrofuran-2-carbonyl chloride). The solvent is C(Cl)(Cl)Cl (chloroform). Conditions: temperature 0 celsius, time 1.5 hour. Yields the product N1(C=NC=C1)C(=O)[C@@H]1OCCC1 ((R)-IMIDAZOL-1-YL-(TETRAHYDROFURAN-2-YL)-METHANONE). As a reaction SMILES: [NH:1]1[CH:5]=[CH:4][N:3]=[CH:2]1.[O:6]1[CH2:10][CH2:9][CH2:8][C@@H:7]1[C:11](Cl)=[O:12]>C(Cl)(Cl)Cl>[N:1]1([C:11]([C@H:7]2[CH2:8][CH2:9][CH2:10][O:6]2)=[O:12])[CH:5]=[CH:4][N:3]=[CH:2]1. Procedure: 21.8 g (32 mmol) imidazole are placed in 400 ml chloroform and cooled to 0° C. 21.3 g (15.0 mol) (R)-tetrahydrofuran-2-carbonyl chloride are added dropwise, then the mixture is stirred for 1.5 hours at ambient temperature. After cooling again to 0° C. the reaction mixture is extracted with semisaturated sodium chloride solution. The organic phase is dried and evaporated to dryness. Yield: 24.0 g The reactants are NC1=NC=C(C=N1)C=1C2=C(N=C(N1)N1[C@H](COCC1)C)N(CC2)C2CN(C2)C(=O)OC(C)(C)C (tert-butyl 3-{4-(2-aminopyrimidin-5-yl)-2-[(3S)-3-methylmorpholin-4-yl]-5,6-dihydro-7H-pyrrolo[2,3-d]pyrimidin-7-yl}azetidine-1-carboxylate), Cl (HCl), O1CCOCC1 (1,4-dioxane). Run in CO (methanol), C1(=CC=CC=C1)C (toluene). Reaction conditions: time 1 hour. Yields the product Cl.Cl.N1CC(C1)N1CCC2=C1N=C(N=C2C=2C=NC(=NC2)N)N2[C@H](COCC2)C (5-{7-(azetidin-3-yl)-2[(3S)-3-methylmorpholin-4-yl]-6,7-dihydro-5H-pyrrolo[2,3-d]pyrimidin-4-yl}pyrimidin-2-amine dihydrochloride). Reaction SMILES: [NH2:1][C:2]1[N:7]=[CH:6][C:5]([C:8]2[C:9]3[CH2:23][CH2:22][N:21]([CH:24]4[CH2:27][N:26](C(OC(C)(C)C)=O)[CH2:25]4)[C:10]=3[N:11]=[C:12]([N:14]3[CH2:19][CH2:18][O:17][CH2:16][C@@H:15]3[CH3:20])[N:13]=2)=[CH:4][N:3]=1.[ClH:35].O1CCOCC1>CO.C1(C)C=CC=CC=1>[ClH:35].[ClH:35].[NH:26]1[CH2:27][CH:24]([N:21]2[C:10]3[N:11]=[C:12]([N:14]4[CH2:19][CH2:18][O:17][CH2:16][C@@H:15]4[CH3:20])[N:13]=[C:8]([C:5]4[CH:4]=[N:3][C:2]([NH2:1])=[N:7][CH:6]=4)[C:9]=3[CH2:23][CH2:22]2)[CH2:25]1 |f:5.6.7|. Reported procedure: To a solution of tert-butyl 3-{4-(2-aminopyrimidin-5-yl)-2-[(3S)-3-methylmorpholin-4-yl]-5,6-dihydro-7H-pyrrolo[2,3-d]pyrimidin-7-yl}azetidine-1-carboxylate (760 mg, 1.62 mmol) in methanol (8 mL), was added 4 N HCl in 1,4-dioxane (8 mL, 32 mmol). The reaction was stirred at room temperature for 1 h. The mixture was diluted with toluene and the solvent was removed under reduced pressure to give a foamy residue. The residue was triturated in acetone to get a free flowing tan solid which was collec... The reactants are ClC=1C(=C(NC1C(=O)O)C(=O)O)C1=C(C(=CC=C1)Cl)Cl (4-chloro-3-(2,3-dichlorophenyl)pyrol-2,5-dicarboxylic acid), cupric, N1=CC=CC2=CC=CC=C12 (quinoline), N1=CC=CC2=CC=CC=C12 (quinoline), Cl (hydrochloric acid). Run in C(C)(=O)OCC (ethyl acetate). Yields the product ClC=1C(=CNC1)C1=C(C(=CC=C1)Cl)Cl (4-chloro-3-(2,3-dichlorophenyl)pyrol). Yield: 84.8%. As a reaction SMILES: [Cl:1][C:2]1[C:3]([C:13]2[CH:18]=[CH:17][CH:16]=[C:15]([Cl:19])[C:14]=2[Cl:20])=[C:4](C(O)=O)[NH:5][C:6]=1C(O)=O.N1C2C(=CC=CC=2)C=CC=1.Cl>C(OCC)(=O)C>[Cl:1][C:2]1[C:3]([C:13]2[CH:18]=[CH:17][CH:16]=[C:15]([Cl:19])[C:14]=2[Cl:20])=[CH:4][NH:5][CH:6]=1. Procedure details: The mixture of 53 g of 4-chloro-3-(2,3-dichlorophenyl)pyrol-2,5-dicarboxylic acid, 2.65 g of cupric acid and 80 ml of quinoline was heated at 140°-150° C. for 30 minutes with stirring. To the resulting reaction mixture were added ethyl acetate, ice and concentrated hydrochloric acid which of molar amount was 1.1-time that of employed quinoline. The ethyl acetate layer was washed with successive, water, aqueous sodium carbonate and water. After dehydration, the ethyl acetate layer was evaporated ... Reported procedure: [4-({[1-(3-Amidino-benzyl)-5-fluoro-1H-indole-2-carbonyl]-amino}-methyl)-phenyl]-trimethyl-ammonium acetate acetic acid salt (32/2) was dissolved in water/ethanol/trifluoroacetic acid 1:1:0.1. The product was separated by flash chromatography on RP18 material with water/ethanol/trifluoroacetic acid 1:1:0.1 to give the trifluoroacetic acid salt in 100% yield. M.p.120-124° C. MS: 458.2 (M+). The product is FC(C(=O)O)(F)F.FC(C(=O)[O-])(F)F.C(N)(=N)C=1C=C(CN2C(=CC3=CC(=CC=C23)F)C(=O)NCC2=CC=C(C=C2)[N+](C)(C)C)C=CC1 ([4-({[1-(3-Amidino-benzyl)-5-fluoro-1H-indole-2-carbonyl]-amino}-methyl)-phenyl]-trimethyl-ammonium trifluoroacetate trifluoroacetic acid salt). Yield: 100.0%. As a reaction SMILES: C(O)(=O)C.C([O-])(=O)C.[C:9]([C:12]1[CH:13]=[C:14]([CH:40]=[CH:41][CH:42]=1)[CH2:15][N:16]1[C:24]2[C:19](=[CH:20][C:21]([F:25])=[CH:22][CH:23]=2)[CH:18]=[C:17]1[C:26]([NH:28][CH2:29][C:30]1[CH:35]=[CH:34][C:33]([N+:36]([CH3:39])([CH3:38])[CH3:37])=[CH:32][CH:31]=1)=[O:27])(=[NH:11])[NH2:10].O.C(O)C.[F:47][C:48]([F:53])([F:52])[C:49]([OH:51])=[O:50]>>[F:47][C:48]([F:53])([F:52])[C:49]([OH:51])=[O:50].[F:47][C:48]([F:53])([F:52])[C:49]([O-:51])=[O:50].[C:9]([C:12]1[CH:13]=[C:14]([CH:40]=[CH:41][CH:42]=1)[CH2:15][N:16]1[C:24]2[C:19](=[CH:20][C:21]([F:25])=[CH:22][CH:23]=2)[CH:18]=[C:17]1[C:26]([NH:28][CH2:29][C:30]1[CH:35]=[CH:34][C:33]([N+:36]([CH3:37])([CH3:38])[CH3:39])=[CH:32][CH:31]=1)=[O:27])(=[NH:10])[NH2:11] |f:0.1.2,3.4.5,6.7.8|. Starting materials: C(C)(=O)O.C(C)(=O)[O-].C(N)(=N)C=1C=C(CN2C(=CC3=CC(=CC=C23)F)C(=O)NCC2=CC=C(C=C2)[N+](C)(C)C)C=CC1 ([4-({[1-(3-Amidino-benzyl)-5-fluoro-1H-indole-2-carbonyl]-amino}-methyl)-phenyl]-trimethyl-ammonium acetate acetic acid salt), O.C(C)O.FC(C(=O)O)(F)F (water ethanol trifluoroacetic acid). Reactants: C1(CCCC1)C1=NC2=C(N1)C=CC(=C2)CO (2-cyclopentyl-1H-benzimidazole-5-methanol), C1(CC1)C1=NC2=C(N1)C=CC(=C2)CO (2-cyclopropyl-1H-benzimidazole-5-methanol). Yields the product CC(C)C1=NC2=C(N1)C=CC(=C2)CO (2-(1-methylethyl)-1H-benzimidazole-5-methanol). Reaction SMILES: [CH:1]1([C:6]2[NH:10][C:9]3[CH:11]=[CH:12][C:13]([CH2:15][OH:16])=[CH:14][C:8]=3[N:7]=2)[CH2:5]CC[CH2:2]1.C1(C2NC3C=CC(CO)=CC=3N=2)CC1>>[CH3:5][CH:1]([C:6]1[NH:10][C:9]2[CH:11]=[CH:12][C:13]([CH2:15][OH:16])=[CH:14][C:8]=2[N:7]=1)[CH3:2]. Procedure: 2-cyclopentyl-1H-benzimidazole-5-methanol as a residue; and 2-cyclopropyl-1H-benzimidazole-5-methanol as a residue. The solvent is hexanes. As a reaction SMILES: C(N(CC)[C:4](=[O:15])[C:5]1[CH:10]=[CH:9][CH:8]=[CH:7][C:6]=1[C:11]([F:14])([F:13])[F:12])C.C([Li])(CC)C.CN([CH:26]=[O:27])C.C1C[O:31]CC1>>[OH:31][CH:26]1[C:10]2[C:5](=[C:6]([C:11]([F:12])([F:13])[F:14])[CH:7]=[CH:8][CH:9]=2)[C:4](=[O:15])[O:27]1. The product is OC1OC(C2=C(C=CC=C12)C(F)(F)F)=O ((±)-3-Hydroxy-7-(trifluoromethyl)isobenzofuran-1(3H)-one). Run at temperature -78 celsius, time 1 hour. Reactants: CN(C)C=O (DMF), C(C)N(C(C1=C(C=CC=C1)C(F)(F)F)=O)CC (N,N-diethyl-2-(trifluoromethyl)benzamide), N,N,N′N′-tetramethylethylenediamine, C(C)(CC)[Li] (sec-butyllithium), solution, C1CCOC1 (THF). Procedure: To a solution of N,N-diethyl-2-(trifluoromethyl)benzamide (8.0 g, 32.6 mmol) and N,N,N′N′-tetramethylethylenediamine (5.4 mL, 35.9 mmol) in 100 mL of anhydrous THF at −78° C. was added sec-butyllithium (35.9 mL of a 1.0 M solution in hexanes, 35.9 mmol) dropwise over 30 min. The reaction was stirred at −78° C. for 1 h and then there was added DMF (7.6 mL, 97.8 mmol). The reaction was stirred at −78° C. for 1 h and then was quenched with 1N HCl (25 mL). The reaction mixture was concentrated in va... Reactants: ClC1=C(/C=C/C(N)=NO)C=CC=C1Cl ((E)-2,3-dichlorocinnamamide oxime), C(CC)(=O)OC(CC)=O (propionic anhydride). The product is ClC1=C(/C=C/C2=NOC(=N2)CC)C=CC=C1Cl ((E) -3- (2,3 -dichloro-styryl) -5-ethyl-1,2,4-oxadiazole). The yield is 58.2%. As a reaction SMILES: [Cl:1][C:2]1[C:13]([Cl:14])=[CH:12][CH:11]=[CH:10][C:3]=1/[CH:4]=[CH:5]/[C:6](=[N:8][OH:9])[NH2:7].[C:15](OC(=O)CC)(=O)[CH2:16][CH3:17]>>[Cl:1][C:2]1[C:13]([Cl:14])=[CH:12][CH:11]=[CH:10][C:3]=1/[CH:4]=[CH:5]/[C:6]1[N:7]=[C:15]([CH2:16][CH3:17])[O:9][N:8]=1. Procedure: 7.0 g (0.03 tool) of (E)-2,3-dichlorocinnamamide oxime are initially introduced into 7 ml of propionic anhydride and the mixture is then stirred at reflux temperature for 2 hours. Subsequently, the whole batch is concentrated in vacuo, and the residue is stirred with sodium carbonate solution and extracted with methylene chloride. The organic phase is dried over sodium sulphate and the solvent is distilled off. 4.7 g (58.2% of theory) of (E) -3- (2,3 -dichloro-styryl) -5-ethyl-1,2,4-oxadiazole a...